From a dataset of the Open Reaction Database (ORD), a public repository of structured organic reaction records. describe an organic reaction: reactants, conditions, products, and yield Reactants: Cl.NO (hydroxylamine hydrochloride), C(C)(C)OC=1C=C(CN2C(CC(CC2)=O)C)C=CC1 (1-(3-isopropoxybenzyl)-2-methylpiperidin-4-one), CC(=O)[O-].[Na+] (NaOAc). The solvent is O (water), C(C)O (ethanol). The product is C1CC12CCC(CC2)=NO (spiro[2.5]octan-6-one oxime). As a reaction SMILES: C(O[C:5]1[CH:6]=[C:7]([CH:17]=[CH:18][CH:19]=1)[CH2:8]N1CCC(=O)CC1C)(C)C.Cl.[NH2:21][OH:22].[CH3:23]C([O-])=O.[Na+]>C(O)C.O>[CH2:8]1[C:7]2([CH2:6][CH2:5][C:19](=[N:21][OH:22])[CH2:18][CH2:17]2)[CH2:23]1 |f:1.2,3.4|. Procedure details: To a solution containing 2.1 g (16.9 mmol) of the ketone from step 3 in 10 mL of ethanol was added 2.0 g (28.7 mmol) of hydroxylamine hydrochloride followed by 4.0 g (29 mmol) of NaOAc in 20 mL of water. The resulting mixture was refluxed for 3 h, cooled and concentrated to one-half volume and the precipitate was collected. Reactants: ClCCl, CN(C)C=O, O=S(Cl)Cl, CC(O)c1ccc2c3ccccc3n(S(=O)(=O)c3ccccc3)c2c1. The product is CC(Cl)c1ccc2c3ccccc3n(S(=O)(=O)c3ccccc3)c2c1. Reaction SMILES: [CH2:35]([Cl:36])[Cl:37].[O:5]=[CH:6][N:7]([CH3:8])[CH3:9].[S:1]([Cl:2])([Cl:3])=[O:4].[c:10]1([S:16](=[O:17])(=[O:18])[n:19]2[c:20]3[cH:21][cH:22][cH:23][cH:24][c:25]3[c:26]3[cH:27][cH:28][c:29]([CH:32]([CH3:33])[OH:34])[cH:30][c:31]23)[cH:11][cH:12][cH:13][cH:14][cH:15]1>>[Cl:3][CH:32]([c:29]1[cH:28][cH:27][c:26]2[c:25]3[c:20]([n:19]([S:16]([c:10]4[cH:11][cH:12][cH:13][cH:14][cH:15]4)(=[O:17])=[O:18])[c:31]2[cH:30]1)[cH:21][cH:22][cH:23][cH:24]3)[CH3:33]. As a reaction SMILES: [NH:1]1[CH:5]=[N:4][CH:3]=[N:2]1.[Na].[F:7][C:8]1[CH:23]=[CH:22][C:11]([O:12][CH2:13][C:14]2([C:17]([CH3:21])([CH3:20])[CH2:18][F:19])[CH2:16][O:15]2)=[CH:10][CH:9]=1>C(O)CC>[F:19][CH2:18][C:17]([CH3:21])([CH3:20])[C:14]([CH2:13][O:12][C:11]1[CH:10]=[CH:9][C:8]([F:7])=[CH:23][CH:22]=1)([OH:15])[CH2:16][N:1]1[CH:5]=[N:4][CH:3]=[N:2]1 |^1:5|. Yield: 28.7%. The product is FCC(C(CN1N=CN=C1)(O)COC1=CC=C(C=C1)F)(C)C (4-fluoro-2-(4-fluorophenoxymethyl)-3,3 -dimethyl-1-(1,2,4-triazol-1-yl)-butan-2-ol). Solvent: C(CC)O (n-propanol), C(CC)O (n-propanol). Procedure details: 15.2 g (0.22 mol) of 1,2,4-triazole were added to 0.46 g (0.02 mol) of sodium in 200 ml of n-propanol. The solution was heated to the boil, and 48.5 g (0.2 mol) of 2-(4-fluorophenoxymethyl)-2-(fluoro-tert.-butyl)-oxirane, dissolved in 50 ml of n-propanol, were added dropwise. The reaction solution was stirred under reflux for a further 48 hours and was concentrated, and 200 ml of ethyl acetate and 100 ml of water were added to the residue. The organic phase was separated off, washed twice with w... Reactants: N1N=CN=C1 (1,2,4-triazole), [Na] (sodium), FC1=CC=C(OCC2(OC2)C(CF)(C)C)C=C1 (2-(4-fluorophenoxymethyl)-2-(fluoro-tert.-butyl)-oxirane). As a reaction SMILES: Cl.[C:2]1([CH:8]([CH:10]2[CH2:14][CH2:13][CH2:12][O:11]2)[NH2:9])[CH:7]=[CH:6][CH:5]=[CH:4][CH:3]=1.[O-:15][C:16]#[N:17].[K+].Cl.C([O-])(O)=O.[Na+]>O.CCOC(C)=O>[C:2]1([CH:8]([CH:10]2[CH2:14][CH2:13][CH2:12][O:11]2)[NH:9][C:16]([NH2:17])=[O:15])[CH:3]=[CH:4][CH:5]=[CH:6][CH:7]=1 |f:0.1,2.3,5.6|. The reactants are C(=O)(O)[O-].[Na+] (NaHCO3), Cl.C1(=CC=CC=C1)C(N)C1OCCC1 (Phenyl(tetrahydrofuran-2-yl)methanamine HCl), [O-]C#N.[K+] (Potassium cyanate), Cl (HCl). Procedure: Phenyl(tetrahydrofuran-2-yl)methanamine HCl (640 mg, 2.99 mmol) was taken up in water (3 ml). Potassium cyanate (1215 mg, 14.97 mmol) and HCl (3 ml, 36.5 mmol) were then added. The reaction mixture was allowed to stir under microwave irradition at 80° C. for 1 hr. Saturated NaHCO3 and EtOAc were added. The products were extracted into EtOAc (3×). The combined organic layers were washed with brine, dried over MgSO4, and concentrated in vacuo to give 1-(phenyl(tetrahydrofuran-2-yl)methyl)urea. 1H ... Product: C1(=CC=CC=C1)C(NC(=O)N)C1OCCC1 (1-(phenyl(tetrahydrofuran-2-yl)methyl)urea). Reaction conditions: temperature 80 celsius, time 1 hour. Solvent: CCOC(=O)C (EtOAc), O (water). Reactants: O=C(n1ccnc1)n1ccnc1, O=C(O)Cc1ccc(OCc2ccc(F)cc2)cc1, [H-], Nc1nc(=S)ss1, [Na+], C1CCOC1, O, c1c[nH]cn1. Yields the product O=C(Cc1ccc(OCc2ccc(F)cc2)cc1)Nc1nc(=S)ss1. RXN SMILES: [C:20]([n:21]1[cH:22][cH:23][n:24][cH:25]1)([n:26]1[cH:27][cH:28][n:29][cH:30]1)=[O:31].[F:1][c:2]1[cH:3][cH:4][c:5]([CH2:6][O:7][c:8]2[cH:9][cH:10][c:11]([CH2:14][C:15](=[O:16])[OH:17])[cH:12][cH:13]2)[cH:18][cH:19]1.[H-:37].[NH2:39][c:40]1[s:41][s:42][c:43](=[S:45])[n:44]1.[Na+:38].[O:46]1[CH2:47][CH2:48][CH2:49][CH2:50]1.[OH2:51].[nH:32]1[cH:33][cH:34][n:35][cH:36]1>>[F:1][c:2]1[cH:3][cH:4][c:5]([CH2:6][O:7][c:8]2[cH:9][cH:10][c:11]([CH2:14][C:15](=[O:16])[NH:39][c:40]3[s:41][s:42][c:43](=[S:45])[n:44]3)[cH:12][cH:13]2)[cH:18][cH:19]1. Yields the product FC1=CC=C(C=C1)C1=C(N(C(=C1CCNO)C(C)C)C(C)C)C1=CC=CC=C1 (N-{2-[3-(4-Fluorophenyl)-1,5-diisopropyl-2-phenylpyrrol-4-yl]ethyl}hydroxylamine). Reported procedure: A solution of 30 g (76.5 mmol) of the compound of example 5 in 200 ml of warm tetrahydrofuran is added dropwise to 19.1 ml (0.19 mol) of a 1N solution of borane acid in tetrahydrofuran at 0° C. under an argon atmosphere; 0.5 g (13.2 mmol) of sodium hydridoborate are then added and the mixture is stirred for 2 h at room temperature. Then 180 ml of cold water are added dropwise with care and the mixture is boiled for 1 h under reflux. The mixture is adjusted to a pH of 13 with 10 ml of 6N sodium h... Reactants: sodium hydridoborate, O (water), FC1=CC=C(C=C1)C1=C(N(C(=C1C=C[N+](=O)[O-])C(C)C)C(C)C)C1=CC=CC=C1 (1-[3-(4-Fluorophenyl)-1,5-diisopropyl-2-phenylpyrrol-4-yl]-2-nitroethene), solution, B (borane), [OH-].[Na+] (sodium hydroxide). The solvent is O1CCCC1 (tetrahydrofuran), O1CCCC1 (tetrahydrofuran). Run at time 2 hour. RXN SMILES: [F:1][C:2]1[CH:7]=[CH:6][C:5]([C:8]2[C:12]([CH:13]=[CH:14][N+:15]([O-])=[O:16])=[C:11]([CH:18]([CH3:20])[CH3:19])[N:10]([CH:21]([CH3:23])[CH3:22])[C:9]=2[C:24]2[CH:29]=[CH:28][CH:27]=[CH:26][CH:25]=2)=[CH:4][CH:3]=1.B.O.[OH-].[Na+]>O1CCCC1>[F:1][C:2]1[CH:7]=[CH:6][C:5]([C:8]2[C:12]([CH2:13][CH2:14][NH:15][OH:16])=[C:11]([CH:18]([CH3:19])[CH3:20])[N:10]([CH:21]([CH3:23])[CH3:22])[C:9]=2[C:24]2[CH:25]=[CH:26][CH:27]=[CH:28][CH:29]=2)=[CH:4][CH:3]=1 |f:3.4|. The reactants are C(CCC)N(C(C)=O)C1CC(NC(C1)(C)C)(C)C (4-(N-butylacetamido)-2,2,6,6-tetramethylpiperidine), O1C(COC2=CC=C(C=C2)C(C)(C)C2=CC=C(C=C2)OCC2CO2)C1 (2,2-bis[p-(2,3-epoxypropoxy)phenyl]propane). Solvent: C(C)(C)(C)O (t-butanol). The product is C(CCC)N(C(C)=O)C1CC(N(C(C1)(C)C)CC(COC1=CC=C(C=C1)C(C)(C)C1=CC=C(C=C1)OCC(CN1C(CC(CC1(C)C)N(C(C)=O)CCCC)(C)C)O)O)(C)C (2,2-bis[4-{3-[4-(N-butylacetamido)-2,2,6,6-tetramethylpiperidino]-2-hydroxypropoxy}phenyl]propane). RXN SMILES: [CH2:1]([N:5]([CH:9]1[CH2:14][C:13]([CH3:16])([CH3:15])[NH:12][C:11]([CH3:18])([CH3:17])[CH2:10]1)[C:6](=[O:8])[CH3:7])[CH2:2][CH2:3][CH3:4].[O:19]1[CH2:43][CH:20]1[CH2:21][O:22][C:23]1[CH:28]=[CH:27][C:26]([C:29]([C:32]2[CH:37]=[CH:36][C:35]([O:38][CH2:39][CH:40]3[O:42][CH2:41]3)=[CH:34][CH:33]=2)([CH3:31])[CH3:30])=[CH:25][CH:24]=1>C(O)(C)(C)C>[CH2:1]([N:5]([CH:9]1[CH2:14][C:13]([CH3:16])([CH3:15])[N:12]([CH2:41][CH:40]([OH:42])[CH2:39][O:38][C:35]2[CH:36]=[CH:37][C:32]([C:29]([C:26]3[CH:27]=[CH:28][C:23]([O:22][CH2:21][CH:20]([OH:19])[CH2:43][N:12]4[C:13]([CH3:15])([CH3:16])[CH2:14][CH:9]([N:5]([CH2:1][CH2:2][CH2:3][CH3:4])[C:6](=[O:8])[CH3:7])[CH2:10][C:11]4([CH3:17])[CH3:18])=[CH:24][CH:25]=3)([CH3:31])[CH3:30])=[CH:33][CH:34]=2)[C:11]([CH3:17])([CH3:18])[CH2:10]1)[C:6](=[O:8])[CH3:7])[CH2:2][CH2:3][CH3:4]. Procedure: To 20 ml of t-butanol were added 5.0 g of 4-(N-butylacetamido)-2,2,6,6-tetramethylpiperidine and 2.8 g of 2,2-bis[p-(2,3-epoxypropoxy)phenyl]propane, and the mixture was reacted following the procedure described in Example 1 to give the desired Compound No. 234 in the form of a white vitreous mass. The compound had an Rf value of 0.54 on thin-layer chromatography on silica gel developed with a 20:1 by volume mixture of ethyl acetate and triethylamine. The reactants are C(C)S(=O)(=O)C=1C=C(C=CC1)C1=C2C3=C(NC2=CC(=C1)CO)N=CC(=C3)C ([5-(3-Ethanesulfonyl-phenyl)-3-methyl-9H-pyrido[2,3-b]indol-7-yl]-methanol), N1CCOCC1 (morpholine), C(C)S(=O)(=O)C=1C=C(C=CC1)C1=C2C3=C(NC2=CC(=C1)CN(C)C)N=CC(=C3)C ([5-(3-Ethanesulfonyl-phenyl)-3-methyl-9H-pyrido[2,3-b]indol-7-ylmethyl]-dimethyl-amine). Yields the product C(C)S(=O)(=O)C=1C=C(C=CC1)C1=C2C3=C(NC2=CC(=C1)CN1CCCC1)N=CC(=C3)C (5-(3-Ethanesulfonyl-phenyl)-3-methyl-7-pyrrolidin-1-ylmethyl-9H-pyrido[2,3-b]indole). As a reaction SMILES: [CH2:1]([S:3]([C:6]1[CH:7]=[C:8]([C:12]2[CH:20]=[C:19]([CH2:21]O)[CH:18]=[C:17]3[C:13]=2[C:14]2[CH:26]=[C:25]([CH3:27])[CH:24]=[N:23][C:15]=2[NH:16]3)[CH:9]=[CH:10][CH:11]=1)(=[O:5])=[O:4])[CH3:2].[NH:28]1[CH2:33][CH2:32]O[CH2:30][CH2:29]1.C(S(C1C=C(C2C=C(CN(C)C)C=C3C=2C2C=C(C)C=NC=2N3)C=CC=1)(=O)=O)C>>[CH2:1]([S:3]([C:6]1[CH:7]=[C:8]([C:12]2[CH:20]=[C:19]([CH2:21][N:28]3[CH2:33][CH2:32][CH2:30][CH2:29]3)[CH:18]=[C:17]3[C:13]=2[C:14]2[CH:26]=[C:25]([CH3:27])[CH:24]=[N:23][C:15]=2[NH:16]3)[CH:9]=[CH:10][CH:11]=1)(=[O:5])=[O:4])[CH3:2]. Procedure: The title compound was prepared from Compound 133 and morpholine according to the procedure outline for the preparation of Compound 134. 1H NMR (400 MHz, CD3OD) δ 8.36 (br s, 1H), 8.23 (s, 1H), 8.13 (d, 1H, J=7.6 Hz), 8.04 (d, 1H, J=7.6 Hz), 7.96 (s, 1H), 7.91 (t, 1H, J=7.6 Hz), 7.87 (s, 1H), 7.47 (s, 1H), 4.62 (s, 2H), 3.51-3.60 (m, 2H), 3.20-3.36 (m, 4H), 2.39 (s, 3H), 2.15-2.23 (m, 2H), 1.99-2.07 (m, 2H), 1.29 (t, 3H, J=7.2 Hz). MS (ES) [m+H] calc'd for C25H27N3O2S, 434; found 434. Procedure: 1.2 g (2.9 mmol) of the compound from Example 70, 0.4 g (6 mmol) of hydroxylammonium chloride and 0.48 g (6 mmol) of sodium acetate in 45 ml of H2O/EtOH (2:1) were refluxed for 30 minutes. The organic solvent was removed under reduced pressure, and the resulting aqueous phase was extracted with ethyl acetate. The organic phase was dried and concentrated under reduced pressure. The residue was recrystallized from ethanol to yield 1.6 g (70%) of the product. Melting point>250° C. RXN SMILES: [CH2:1]([O:3][C:4]([CH2:6][N:7]1[C:16]2[C:11](=[CH:12][C:13]([C:24]([F:27])([F:26])[F:25])=[C:14]([N:17]3[CH:21]=[CH:20][C:19]([CH:22]=O)=[CH:18]3)[CH:15]=2)[NH:10][C:9](=[O:28])[C:8]1=[O:29])=[O:5])[CH3:2].[Cl-].[OH:31][NH3+:32].C([O-])(=O)C.[Na+]>O.CCO>[CH2:1]([O:3][C:4]([CH2:6][N:7]1[C:16]2[C:11](=[CH:12][C:13]([C:24]([F:27])([F:26])[F:25])=[C:14]([N:17]3[CH:21]=[CH:20][C:19]([CH:22]=[N:32][OH:31])=[CH:18]3)[CH:15]=2)[NH:10][C:9](=[O:28])[C:8]1=[O:29])=[O:5])[CH3:2] |f:1.2,3.4,5.6|. The yield is 130.0%. The product is C(C)OC(=O)CN1C(C(NC2=CC(=C(C=C12)N1C=C(C=C1)C=NO)C(F)(F)F)=O)=O (1-Ethoxycarbonylmethyl-7-(3-hydroxyiminomethyl-1-pyrrolyl)-6-trifluoromethyl-2,3(1H,4H)-quinoxalinedione). The solvent is O.CCO (H2O EtOH). Starting materials: C(C)OC(=O)CN1C(C(NC2=CC(=C(C=C12)N1C=C(C=C1)C=O)C(F)(F)F)=O)=O (1-(Ethoxycarbonylmethyl)-7-(3-formyl-1-pyrrolyl)-6-trifluoromethyl-2,3(1H,4H)-quinoxalinedione), [Cl-].O[NH3+] (hydroxylammonium chloride), C(C)(=O)[O-].[Na+] (sodium acetate). Reactants: O1CCC(=CC1)B1OC(C(O1)(C)C)(C)C (2-(3,6-dihydro-2H-pyran-4-yl)-4,4,5,5-tetramethyl-1,3,2-dioxaborolane), ClC1=C2C(=NN=C1C1=CC=CC=C1)N(N=C2I)CCN2CCCC2 (4-chloro-3-iodo-5-phenyl-1-(2-pyrrolidin-1-ylethyl)pyrazolo[3,4-c]pyridazine). Yields the product ClC1=C2C(=NN=C1C1=CC=CC=C1)N(N=C2C=2CCOCC2)CCN2CCCC2 (4-chloro-3-(3,6-dihydro-2H-pyran-4-yl)-5-phenyl-1-(2-pyrrolidin-1-ylethyl)pyrazolo[3,4-c]pyridazine). Reaction SMILES: [O:1]1[CH2:6][CH:5]=[C:4](B2OC(C)(C)C(C)(C)O2)[CH2:3][CH2:2]1.[Cl:16][C:17]1[C:22]([C:23]2[CH:28]=[CH:27][CH:26]=[CH:25][CH:24]=2)=[N:21][N:20]=[C:19]2[N:29]([CH2:33][CH2:34][N:35]3[CH2:39][CH2:38][CH2:37][CH2:36]3)[N:30]=[C:31](I)[C:18]=12>>[Cl:16][C:17]1[C:22]([C:23]2[CH:24]=[CH:25][CH:26]=[CH:27][CH:28]=2)=[N:21][N:20]=[C:19]2[N:29]([CH2:33][CH2:34][N:35]3[CH2:39][CH2:38][CH2:37][CH2:36]3)[N:30]=[C:31]([C:4]3[CH2:3][CH2:2][O:1][CH2:6][CH:5]=3)[C:18]=12. Procedure details: Compound Is was synthesized according to Example 1, using 2-(3,6-dihydro-2H-pyran-4-yl)-4,4,5,5-tetramethyl-1,3,2-dioxaborolane instead of 1-methyl-4-(4,4,5,5-tetramethyl-1,3,2-dioxaborolan-2-yl)-1H-pyrazole and 4-chloro-3-iodo-5-phenyl-1-(2-pyrrolidin-1-ylethyl)pyrazolo[3,4-c]pyridazine instead of 4-chloro-3-iodo-1-(2-(4-methylpiperazin-1-yl)ethyl)-5-phenyl-1H-pyrazolo[3,4-c]pyridazine in Step 8.